This data is from the Open Reaction Database (ORD), a public repository of structured organic reaction records. The task is: describe an organic reaction: reactants, conditions, products, and yield The reactants are CO (methanol), BrC1=CN(C=C1)[Si](C(C)C)(C(C)C)C(C)C (3-bromo-1-(triisopropylsilyl)-1H-pyrrole), C(C)(C)(C)[Li] (tert-butyllithium), COB(OC)OC (trimethylborate). Run in O (water), C1CCOC1 (THF). Conditions: temperature -78 celsius, time 45 minute. Product: C(C)(C)[Si](N1C=C(C=C1)B(O)O)(C(C)C)C(C)C (1-(Triisopropylsilyl)-1H-pyrrol-3-ylboronic acid). Reaction SMILES: Br[C:2]1[CH:6]=[CH:5][N:4]([Si:7]([CH:14]([CH3:16])[CH3:15])([CH:11]([CH3:13])[CH3:12])[CH:8]([CH3:10])[CH3:9])[CH:3]=1.C([Li])(C)(C)C.C[O:23][B:24](OC)[O:25]C.CO>C1COCC1.O>[CH:8]([Si:7]([CH:14]([CH3:16])[CH3:15])([CH:11]([CH3:13])[CH3:12])[N:4]1[CH:5]=[CH:6][C:2]([B:24]([OH:25])[OH:23])=[CH:3]1)([CH3:10])[CH3:9]. Procedure details: To −78° C. solution of 3-bromo-1-(triisopropylsilyl)-1H-pyrrole (0.619 g, 2.288 mmol) in 10 mL THF was added tert-butyllithium (2.83 mL of 1.7 M in Heptane, 4.80 mmol) dropwise. The reaction mixture was stirring at −78° C. for 45 minutes, then trimethylborate (2.38 g, 22.88 mmol) was added. The reaction was stirred for another 45 minutes at −78° C. To this was then added 0.9 mL methanol and water solution (V/V=1:1) and the reaction was allowed warm to room temperature. The reaction mixture was q... Starting materials: CC(C)(C)[SiH2]OC(C)(C)c1cc(CO)no1, N#N, O=[Mn]=O. Product: CC(C)(C)[SiH2]OC(C)(C)c1cc(C=O)no1. RXN SMILES: [C:3]([CH3:4])([CH3:5])([CH3:6])[SiH2:7][O:8][C:9]([c:10]1[cH:11][c:12]([CH2:15][OH:16])[n:13][o:14]1)([CH3:17])[CH3:18].[N:1]#[N:2].[O:19]=[Mn:20]=[O:21]>>[C:3]([CH3:4])([CH3:5])([CH3:6])[SiH2:7][O:8][C:9]([c:10]1[cH:11][c:12]([CH:15]=[O:16])[n:13][o:14]1)([CH3:17])[CH3:18]. Reactants: Nc1cc(Cl)c(Cl)cc1[N+](=O)[O-], CN(C)C=O, O=C1CCC(=O)N1Br, O. Product: Nc1cc(Cl)c(Cl)c(Br)c1[N+](=O)[O-]. Reaction SMILES: [Cl:1][c:2]1[cH:3][c:4]([N+:10](=[O:11])[O-:12])[c:5]([NH2:6])[cH:7][c:8]1[Cl:9].[O:13]=[CH:14][N:15]([CH3:16])[CH3:17].[O:18]=[C:19]1[N:20]([Br:25])[C:21](=[O:22])[CH2:23][CH2:24]1.[OH2:26]>>[Cl:1][c:2]1[c:3]([Br:25])[c:4]([N+:10](=[O:11])[O-:12])[c:5]([NH2:6])[cH:7][c:8]1[Cl:9]. Reactants: [Si](C)(C)(C(C)(C)C)O[C@@H]1C=C2C=C[C@@H]([C@@H]([C@H]2[C@H](C1)OC(C(CC)OC1=C(C=CC=C1)C(C)C)=O)CC[C@@H]1C[C@H](CC(O1)=O)O[Si](C)(C)C(C)(C)C)C ((4R,6R)-6-([1S,2S,6S,8S,8aR]-2-{1,2,6,7,8,8a-hexahydro-6-t-butyldimethylsilyloxy-8-[(2RS)-2-(2-isopropylphenoxy)butyryloxy]-2-methyl-1-naphthyl}ethyl)tetrahydro-4-t-butyldimethylsilyloxy-2H-pyran-2-one), solution, [F-].C(CCC)[N+](CCCC)(CCCC)CCCC (tetrabutylammonium fluoride). The solvent is O1CCCC1 (tetrahydrofuran). Yields the product O[C@@H]1C=C2C=C[C@@H]([C@@H]([C@H]2[C@H](C1)OC(C(CC)OC1=C(C=CC=C1)C(C)C)=O)CC[C@@H]1C[C@H](CC(O1)=O)O)C ((4R,6R)-6-([1S,2S,6S,8S,8aR]-2-{1,2,6,7,8,8a-Hexahydro-6-hydroxy-8-[(2RS)-2-(2-isopropylphenoxy)butyryloxy]-2-methyl-1-naphthyl} ethyl)tetrahydro-4-hydroxy-2H-pyran-2-one). Isolated yield 96.3%. RXN SMILES: [Si]([O:8][C@H:9]1[CH2:18][C@H:17]([O:19][C:20](=[O:34])[CH:21]([O:24][C:25]2[CH:30]=[CH:29][CH:28]=[CH:27][C:26]=2[CH:31]([CH3:33])[CH3:32])[CH2:22][CH3:23])[C@H:16]2[C:11]([CH:12]=[CH:13][C@H:14]([CH3:52])[C@@H:15]2[CH2:35][CH2:36][C@H:37]2[O:42][C:41](=[O:43])[CH2:40][C@H:39]([O:44][Si](C(C)(C)C)(C)C)[CH2:38]2)=[CH:10]1)(C(C)(C)C)(C)C.[F-].C([N+](CCCC)(CCCC)CCCC)CCC>O1CCCC1>[OH:8][C@H:9]1[CH2:18][C@H:17]([O:19][C:20](=[O:34])[CH:21]([O:24][C:25]2[CH:30]=[CH:29][CH:28]=[CH:27][C:26]=2[CH:31]([CH3:32])[CH3:33])[CH2:22][CH3:23])[C@H:16]2[C:11]([CH:12]=[CH:13][C@H:14]([CH3:52])[C@@H:15]2[CH2:35][CH2:36][C@H:37]2[O:42][C:41](=[O:43])[CH2:40][C@H:39]([OH:44])[CH2:38]2)=[CH:10]1 |f:1.2|. Procedure: A procedure similar to that described in Example 2, above, was followed, but using 700 mg of (4R,6R)-6-([1S,2S,6S,8S,8aR]-2-{1,2,6,7,8,8a-hexahydro-6-t-butyldimethylsilyloxy-8-[(2RS)-2-(2-isopropylphenoxy)butyryloxy]-2-methyl-1-naphthyl}ethyl)tetrahydro-4-t-butyldimethylsilyloxy-2H-pyran-2-one [prepared as describedin Example 7, above] and 14.0 ml of a 1.0 molar solution of tetrabutylammonium fluoride in tetrahydrofuran, to give 470 mg of the title compound as a colorless foam. Reactants: BrC=1C2=CC=C(N2)C(=C2C=CC(C(=C3C=CC(=C(C=4C=CC1N4)C4=C(C=C(C=C4C)C)C)N3)Br)=N2)C2=C(C=C(C=C2C)C)C (5,15-dibromo-10,20-di(2′,4′,6′-trimethylphenyl)porphyrin), C(=O)([O-])[O-].[Cs+].[Cs+] (Cs2CO3), C(C1=CC=CC=C1)[C@H]1NC(OC1)=O ((R)-(+)4-benzyl-2-oxazolidinone), CC1(C2=C(C(=CC=C2)P(C3=CC=CC=C3)C4=CC=CC=C4)OC5=C(C=CC=C51)P(C6=CC=CC=C6)C7=CC=CC=C7)C (Xantphos). The reagents and catalysts are C=1C=CC(=CC1)/C=C/C(=O)/C=C/C2=CC=CC=C2.C=1C=CC(=CC1)/C=C/C(=O)/C=C/C2=CC=CC=C2.C=1C=CC(=CC1)/C=C/C(=O)/C=C/C2=CC=CC=C2.[Pd].[Pd] (Pd2(dba)3). Solvent: hexanes, C(C)(=O)OCC (ethyl acetate), C1CCOC1 (THF). Yields the product C12=CC=C(N1)C=C1C=CC(=N1)C=C1C=CC(N1)=CC=1C=CC(N1)=C2 (Porphyrin). Reaction SMILES: Br[C:2]1[C:3]2[NH:7][C:6]([C:8](C3C(C)=CC(C)=CC=3C)=[C:9]3[N:35]=[C:12]([C:13](Br)=[C:14]4[NH:33][C:17](=[C:18](C5C(C)=CC(C)=CC=5C)[C:19]5[CH:20]=[CH:21][C:22]=1[N:23]=5)[CH:16]=[CH:15]4)[CH:11]=[CH:10]3)=[CH:5][CH:4]=2.C([C@@H]1COC(=O)N1)C1C=CC=CC=1.CC1(C)C2C(=C(P(C3C=CC=CC=3)C3C=CC=CC=3)C=CC=2)OC2C(P(C3C=CC=CC=3)C3C=CC=CC=3)=CC=CC1=2.C([O-])([O-])=O.[Cs+].[Cs+]>C1COCC1.C1C=CC(/C=C/C(/C=C/C2C=CC=CC=2)=O)=CC=1.C1C=CC(/C=C/C(/C=C/C2C=CC=CC=2)=O)=CC=1.C1C=CC(/C=C/C(/C=C/C2C=CC=CC=2)=O)=CC=1.[Pd].[Pd].C(OCC)(=O)C>[C:3]12[CH:2]=[C:22]3[N:23]=[C:19]([CH:20]=[CH:21]3)[CH:18]=[C:17]3[NH:33][C:14]([CH:15]=[CH:16]3)=[CH:13][C:12]3=[N:35][C:9]([CH:10]=[CH:11]3)=[CH:8][C:6]([NH:7]1)=[CH:5][CH:4]=2 |f:3.4.5,7.8.9.10.11|. Reported procedure: The general procedure was used to couple 5,15-dibromo-10,20-di(2′,4′,6′-trimethylphenyl)porphyrin (0.035 g, 0.05 mmol) with (R)-(+)4-benzyl-2-oxazolidinone (0.0708 g, 0.4 mmol), using Pd2(dba)3 (0.0046 g, 0.005 mmol) and Xantphos (0.0116 g, 0.02 mmol) in the presence of Cs2CO3 (0.0652 g, 0.2 mmol). The reaction was conducted in THF (5 mL) at 80° C. for 20 h. The title compound was isolated by flash column chromatography (silica gel, ethyl acetate:hexanes (v/v)=1:2) as purple mixture of two atrop... The reactants are BrC1=C(SC=C1)C(CCCC1=CC=CC=C1)O (1-(3-bromo-thiophen-2-yl)-4-phenyl-butan-1-ol), C(C)OC(=O)C1(CC1)C1=CC=C(C=C1)C1=CC=C(C=C1)B1OC(C(O1)(C)C)(C)C (1-[4′-(4,4,5,5-tetramethyl-[1,3,2]dioxaborolan-2-yl)-biphenyl-4-yl]-cyclopropanecarboxylic acid ethyl ester). Yields the product C(C)OC(=O)C1(CC1)C1=CC=C(C=C1)C1=CC=C(C=C1)C1=C(SC=C1)C(CCCC1=CC=CC=C1)O (1-{4′-[2-(1-Hydroxy-4-phenyl-butyl)-thiophen-3-yl]-biphenyl-4-yl}-cyclopropanecarboxylic acid ethyl ester). Reaction SMILES: Br[C:2]1[CH:6]=[CH:5][S:4][C:3]=1[CH:7]([OH:17])[CH2:8][CH2:9][CH2:10][C:11]1[CH:16]=[CH:15][CH:14]=[CH:13][CH:12]=1.[CH2:18]([O:20][C:21]([C:23]1([C:26]2[CH:31]=[CH:30][C:29]([C:32]3[CH:37]=[CH:36][C:35](B4OC(C)(C)C(C)(C)O4)=[CH:34][CH:33]=3)=[CH:28][CH:27]=2)[CH2:25][CH2:24]1)=[O:22])[CH3:19]>>[CH2:18]([O:20][C:21]([C:23]1([C:26]2[CH:27]=[CH:28][C:29]([C:32]3[CH:33]=[CH:34][C:35]([C:2]4[CH:6]=[CH:5][S:4][C:3]=4[CH:7]([OH:17])[CH2:8][CH2:9][CH2:10][C:11]4[CH:16]=[CH:15][CH:14]=[CH:13][CH:12]=4)=[CH:36][CH:37]=3)=[CH:30][CH:31]=2)[CH2:25][CH2:24]1)=[O:22])[CH3:19]. Procedure details: Prepared according to the procedure described in Example 5, Step 2, using the following starting materials: 1-(3-bromo-thiophen-2-yl)-4-phenyl-butan-1-ol and 1-[4′-(4,4,5,5-tetramethyl-[1,3,2]dioxaborolan-2-yl)-biphenyl-4-yl]-cyclopropanecarboxylic acid ethyl ester. Reactants: CN(C1(CCC(CC1)=CC(=O)NCCCC1=CC=CC=C1)C1=CC=CC=C1)C (2-(4-Dimethylamino-4-phenylcyclohexylidene)-N-(3-phenyl-propyl)acetamide), Cl[Si](C)(C)C (chlorotrimethylsilane). Solvent: CC(=O)CC (ethyl methyl ketone). Run at time 2 hour. The product is Cl.CN(C1(CCC(CC1)=CC(=O)NCCCC1=CC=CC=C1)C1=CC=CC=C1)C (2-(4-Dimethylamino-4-phenylcyclohexylidene)-N-(3-phenyl-propyl)acetamide hydrochloride). The yield is 95.0%. Reaction SMILES: [CH3:1][N:2]([CH3:28])[C:3]1([C:22]2[CH:27]=[CH:26][CH:25]=[CH:24][CH:23]=2)[CH2:8][CH2:7][C:6](=[CH:9][C:10]([NH:12][CH2:13][CH2:14][CH2:15][C:16]2[CH:21]=[CH:20][CH:19]=[CH:18][CH:17]=2)=[O:11])[CH2:5][CH2:4]1.[Cl:29][Si](C)(C)C>CC(CC)=O>[ClH:29].[CH3:28][N:2]([CH3:1])[C:3]1([C:22]2[CH:27]=[CH:26][CH:25]=[CH:24][CH:23]=2)[CH2:8][CH2:7][C:6](=[CH:9][C:10]([NH:12][CH2:13][CH2:14][CH2:15][C:16]2[CH:21]=[CH:20][CH:19]=[CH:18][CH:17]=2)=[O:11])[CH2:5][CH2:4]1 |f:3.4|. Procedure: 2-(4-Dimethylamino-4-phenylcyclohexylidene)-N-(3-phenyl-propyl)acetamide (203 mg, 0.536 mmol) was dissolved in ethyl methyl ketone (12 ml) with gentle heating and chlorotrimethylsilane (0.101 ml, 0.8 mmol) was added. After 2 h it was possible to isolate the product as a colourless solid in a yield of 95% (211 mg) with an m.p. of 225-230° C. Reactants: C=O (formaldehyde), [OH-].[K+] (potassium hydroxide), ice water, CNC (dimethylamine), C(C)C1=NOC(=C1C=1NC2=CC=CC=C2C1)C (2-(3-ethyl-5-methyl-4-isoxazolyl)-indole). Conditions: time 1 hour. Reported procedure: A mixture of 20.6 ml. (0.24 mole) 37% aqueous formaldehyde, 18 ml. (0.12 mole) 40% aqueous dimethylamine and 80 ml. acetic acid is cooled to 0° and treated by the dropwise addition of 25.5 g. (0.113 mole) 2-(3-ethyl-5-methyl-4-isoxazolyl)-indole in a solution of 45 ml. acetic acid and 125 ml. dioxane. After addition is complete the mixture is stirred for 1 hour at room temperature and poured onto 500 ml. ice-water. The resulting solution is made basic with 20% potassium hydroxide and then extrac... Reaction SMILES: [CH2:1]=O.[CH3:3][NH:4][CH3:5].[CH2:6]([C:8]1[C:12]([C:13]2[NH:14][C:15]3[C:20]([CH:21]=2)=[CH:19][CH:18]=[CH:17][CH:16]=3)=[C:11]([CH3:22])[O:10][N:9]=1)[CH3:7].[OH-].[K+]>O1CCOCC1.C(O)(=O)C>[CH2:6]([C:8]1[C:12]([C:13]2[NH:14][C:15]3[C:20]([C:21]=2[CH2:3][N:4]([CH3:1])[CH3:5])=[CH:19][CH:18]=[CH:17][CH:16]=3)=[C:11]([CH3:22])[O:10][N:9]=1)[CH3:7] |f:3.4|. The product is C(C)C1=NOC(=C1C=1NC2=CC=CC=C2C1CN(C)C)C (2-(3-ethyl-5-methyl-4-isoxazolyl)-3-(dimethylaminomethyl)indole). Run in C(C)(=O)O (acetic acid), C(C)(=O)O (acetic acid), O1CCOCC1 (dioxane). The reactants are CS(=O)(=O)NC1=C(C=CC=C1)N1CCN(CC1)C(=O)OC(C)(C)C (tert-butyl 4-{2-[(methylsulfonyl)-amino]phenyl}-piperazinecarboxylate), Cl (HCl), NC1=C(C=CC=C1)N1CCN(CC1)C([C@@H](CC1=CC=C(C=C1)Cl)NC(=O)[C@H]1N(CC2=CC=CC=C2C1)C(=O)OC(C)(C)C)=O (tert-butyl 3-(N-{(1R)-2-[4-(2-aminophenyl)piperazinyl]-1-[(4-chlorophenyl)methyl]-2-oxoethyl}carbamoyl)(3S)-1,2,3,4-tetrahydroisoquinoline-2-carboxylate), N1=CC=CC=C1 (pyridine), [N+](=O)([O-])C1=C(C=CC=C1)CS(=O)(=O)Cl (2-nitro-α-toluenesulfonyl chloride). Solvent: C(CCl)Cl (ClCH2CH2Cl), CCOC(=O)C (EtOAc). Product: ClC1=CC=C(C=C1)C[C@H](C(=O)N1CCN(CC1)C1=C(C=CC=C1)NS(=O)(=O)CC1=C(C=CC=C1)[N+](=O)[O-])NC(=O)[C@H]1NCC2=CC=CC=C2C1 (N-((1R)-1-[(4-Chlorophenyl)methyl]-2-{4-[2-({[(2-nitrophenyl)methyl]sulfonyl}amino)phenyl]piperazinyl}-2-oxoethyl)((3S)(3-1,2,3,4-tetrahydroisoquinolyl))carboxamide). Yield: 6.3%. Reaction SMILES: CS(NC1C=CC=CC=1N1CCN(C(OC(C)(C)C)=O)CC1)(=O)=O.[NH2:25][C:26]1[CH:31]=[CH:30][CH:29]=[CH:28][C:27]=1[N:32]1[CH2:37][CH2:36][N:35]([C:38](=[O:68])[C@H:39]([NH:48][C:49]([C@@H:51]2[CH2:60][C:59]3[C:54](=[CH:55][CH:56]=[CH:57][CH:58]=3)[CH2:53][N:52]2C(OC(C)(C)C)=O)=[O:50])[CH2:40][C:41]2[CH:46]=[CH:45][C:44]([Cl:47])=[CH:43][CH:42]=2)[CH2:34][CH2:33]1.N1C=CC=CC=1.[N+:75]([C:78]1[CH:83]=[CH:82][CH:81]=[CH:80][C:79]=1[CH2:84][S:85](Cl)(=[O:87])=[O:86])([O-:77])=[O:76].Cl>C(Cl)CCl.CCOC(C)=O>[Cl:47][C:44]1[CH:43]=[CH:42][C:41]([CH2:40][C@@H:39]([NH:48][C:49]([C@@H:51]2[CH2:60][C:59]3[C:54](=[CH:55][CH:56]=[CH:57][CH:58]=3)[CH2:53][NH:52]2)=[O:50])[C:38]([N:35]2[CH2:36][CH2:37][N:32]([C:27]3[CH:28]=[CH:29][CH:30]=[CH:31][C:26]=3[NH:25][S:85]([CH2:84][C:79]3[CH:80]=[CH:81][CH:82]=[CH:83][C:78]=3[N+:75]([O-:77])=[O:76])(=[O:86])=[O:87])[CH2:33][CH2:34]2)=[O:68])=[CH:46][CH:45]=1. Procedure details: Following the procedure for the synthesis of Preparation III, the title compound was prepared from tert-butyl 3-(N-{(1R)-2-[4-(2-aminophenyl)piperazinyl]-1-[(4-chlorophenyl)methyl]-2-oxoethyl}carbamoyl)(3S)-1,2,3,4-tetrahydroisoquinoline-2-carboxylate (Preparation IX) (250 mg, 0.40 mmol) in ClCH2CH2Cl (1.5 mL), pyridine (0.040 mL, 0.44 mmol), and 2-nitro-α-toluenesulfonyl chloride (Aldrich) (104 mg, 0.44 mmol). The crude was treated with a soln of HCl satd EtOAc, which resulted in the precipitat... The reactants are COC(=O)N(Cc1cccnc1)Cc1cc(C(F)(F)F)ccc1-c1cc(C(C)C)ccc1OC, ClCCl, [Na+], O=C(OO)c1cccc(Cl)c1, O=S([O-])O. Product: COC(=O)N(Cc1ccc[n+]([O-])c1)Cc1cc(C(F)(F)F)ccc1-c1cc(C(C)C)ccc1OC. RXN SMILES: [CH3:1][O:2][C:3]([N:4]([CH2:5][c:6]1[cH:7][n:8][cH:9][cH:10][cH:11]1)[CH2:12][c:13]1[c:14](-[c:23]2[c:24]([O:32][CH3:33])[cH:25][cH:26][c:27]([CH:29]([CH3:30])[CH3:31])[cH:28]2)[cH:15][cH:16][c:17]([C:19]([F:20])([F:21])[F:22])[cH:18]1)=[O:34].[Cl:51][CH2:52][Cl:53].[Na+:50].[OH:35][O:36][C:37]([c:38]1[cH:39][c:40]([Cl:41])[cH:42][cH:43][cH:44]1)=[O:45].[S:46](=[O:47])([OH:48])[O-:49]>>[CH3:1][O:2][C:3]([N:4]([CH2:5][c:6]1[cH:7][n+:8]([O-:35])[cH:9][cH:10][cH:11]1)[CH2:12][c:13]1[c:14](-[c:23]2[c:24]([O:32][CH3:33])[cH:25][cH:26][c:27]([CH:29]([CH3:30])[CH3:31])[cH:28]2)[cH:15][cH:16][c:17]([C:19]([F:20])([F:21])[F:22])[cH:18]1)=[O:34].